From a dataset of the Open Reaction Database (ORD), a public repository of structured organic reaction records. describe an organic reaction: reactants, conditions, products, and yield Starting materials: C1(=CC=C(C=C1)S(=O)(=O)Cl)C (p-toluenesulfonyl chloride), C(C)(=O)OC(CCCO)COC1=CC=C(C=C1)F (4-acetoxy-5-(4-fluorophenoxy)-1-pentanol), O (water), ice. Solvent: N1=CC=CC=C1 (pyridine), CCOCC (ether). Conditions: time 40 minute. Yields the product S(=O)(=O)(C1=CC=C(C)C=C1)OCCCC(COC1=CC=C(C=C1)F)OC(C)=O (4-Acetoxy-5-(4-fluorophenoxy)-1-pentanol Tosylate). Isolated yield 93.0%. RXN SMILES: [C:1]1([CH3:11])[CH:6]=[CH:5][C:4]([S:7](Cl)(=[O:9])=[O:8])=[CH:3][CH:2]=1.[C:12]([O:15][CH:16]([CH2:21][O:22][C:23]1[CH:28]=[CH:27][C:26]([F:29])=[CH:25][CH:24]=1)[CH2:17][CH2:18][CH2:19][OH:20])(=[O:14])[CH3:13].O>N1C=CC=CC=1.CCOCC>[S:7]([O:20][CH2:19][CH2:18][CH2:17][CH:16]([O:15][C:12](=[O:14])[CH3:13])[CH2:21][O:22][C:23]1[CH:28]=[CH:27][C:26]([F:29])=[CH:25][CH:24]=1)([C:4]1[CH:5]=[CH:6][C:1]([CH3:11])=[CH:2][CH:3]=1)(=[O:9])=[O:8]. Reported procedure: A solution of p-toluenesulfonyl chloride (42.0 g., 0.22 mole) in pyridine (100 ml.) is cooled in an ice bath while 4-acetoxy-5-(4-fluorophenoxy)-1-pentanol (49.7 g., 0.193 mole) is added dropwise with stirring during 40 minutes. The ice bath is replaced by a cool (20°) water bath and stirred is continued for 2 hours. The mixture is then poured into 500 ml. of water. The oily product is taken up in ether, washed with 2N hydrochloric acid and water and dried over sodium sulfate. The solvent is dis... Reactants: BrC=1C=CC(=NC1OCC1CC1)C(=O)O (5-bromo-6-cyclopropylmethoxy-pyridine-2-carboxylic acid), N[C@H](C(=O)N)CC1CC1 ((S)-2-amino-3-cyclopropyl-propionamide). Product: C(N)(=O)[C@H](CC1CC1)NC(=O)C1=NC(=C(C=C1)Br)OCC1CC1 (5-Bromo-6-cyclopropylmethoxy-pyridine-2-carboxylic acid ((S)-1-carbamoyl-2-cyclopropyl-ethyl)-amide). Reaction SMILES: [Br:1][C:2]1[CH:3]=[CH:4][C:5]([C:13]([OH:15])=O)=[N:6][C:7]=1[O:8][CH2:9][CH:10]1[CH2:12][CH2:11]1.[NH2:16][C@@H:17]([CH2:21][CH:22]1[CH2:24][CH2:23]1)[C:18]([NH2:20])=[O:19]>>[C:18]([C@@H:17]([NH:16][C:13]([C:5]1[CH:4]=[CH:3][C:2]([Br:1])=[C:7]([O:8][CH2:9][CH:10]2[CH2:11][CH2:12]2)[N:6]=1)=[O:15])[CH2:21][CH:22]1[CH2:24][CH2:23]1)(=[O:19])[NH2:20]. Reported procedure: The title compound was synthesized in analogy to Example 1, using 5-bromo-6-cyclopropylmethoxy-pyridine-2-carboxylic acid (Example 9 d) and (S)-2-amino-3-cyclopropyl-propionamide (CAN 156077-93-9) as starting materials, MS (EI): m/e=382.0 [M+H]+. The reactants are O (H2O), ClCOC (Chloromethylmethyl ether), BrC=1C=C(C=C(C1)Br)O (3,5-dibromophenol), C(C)(C)N(CC)C(C)C (diisopropylethylamine). Run in C(Cl)Cl (CH2Cl2). Conditions: time 16 hour. Yields the product BrC1=CC(=CC(=C1)OCOC)Br (1,3-dibromo-5-methoxymethoxy-benzene). The yield is 101.0%. As a reaction SMILES: Cl[CH2:2][O:3][CH3:4].[Br:5][C:6]1[CH:7]=[C:8]([OH:13])[CH:9]=[C:10]([Br:12])[CH:11]=1.C(N(C(C)C)CC)(C)C.O>C(Cl)Cl>[Br:5][C:6]1[CH:7]=[C:8]([O:13][CH2:2][O:3][CH3:4])[CH:9]=[C:10]([Br:12])[CH:11]=1. Procedure details: Chloromethylmethyl ether (1.45 mL, 19.13 mmol) was added dropwise to a solution of 3,5-dibromophenol (4.38 g, 17.39 mmol) and diisopropylethylamine (3.63 mL, 20.90 mmol) in CH2Cl2 (40 mL) at 0° C. The mixture was warmed to RT, stirred for 16 h, and added to H2O (50 mL). The layers were separated, and the aqueous fraction was extracted with CH2Cl2 (2×50 mL). The combined organic fractions were washed with brine (25 mL), dried over anhydrous MgSO4, and the solvent was evaporated to provide 5.20 g ... Starting materials: CC(C(C)(C)O1)(C)OB1C(C=C2)=CN3C2=NC=N3, ClC1=CC2=C(C=CN2)C=C1. The reagents and catalysts are CC(C)(C)C1=CC=C(C=C1)C2=CC=C(C=C2)C(C)(C)C, [O-]P(=O)([O-])[O-].[K+].[K+].[K+], CC(C1=CC(C(C)C)=C(C2=CC=CC=C2P(C3CCCCC3)C4CCCCC4)C(C(C)C)=C1)C.NC5=CC=CC=C5C6=CC=CC=[C-]6.Cl[Pd+]. Run in C1CCOC1, O (water), C1CCOC1. Conditions: temperature 25 celsius, time 24 hour. Yields the product C(C=C1)(C2=CC3=C(C=C2)C=CN3)=CN4C1=NC=N4. The yield is 41.0%. The reactants are CC(C)COc1cccc2[nH]c(C(=O)O)cc12, Cl, Cl, Cl, CC(CN1CCC(N)CC1)N1CCC(O)CC1. Product: CC(C)COc1cccc2[nH]c(C(=O)NC3CCN(CC(C)N4CCC(O)CC4)CC3)cc12. RXN SMILES: [CH2:1]([CH:2]([CH3:3])[CH3:4])[O:5][c:6]1[c:7]2[cH:8][c:9]([C:15](=[O:16])[OH:17])[nH:10][c:11]2[cH:12][cH:13][cH:14]1.[ClH:18].[ClH:19].[ClH:20].[NH2:21][CH:22]1[CH2:23][CH2:24][N:25]([CH2:28][CH:29]([CH3:30])[N:31]2[CH2:32][CH2:33][CH:34]([OH:37])[CH2:35][CH2:36]2)[CH2:26][CH2:27]1>>[CH2:1]([CH:2]([CH3:3])[CH3:4])[O:5][c:6]1[c:7]2[cH:8][c:9]([C:15](=[O:17])[NH:21][CH:22]3[CH2:23][CH2:24][N:25]([CH2:28][CH:29]([CH3:30])[N:31]4[CH2:32][CH2:33][CH:34]([OH:37])[CH2:35][CH2:36]4)[CH2:26][CH2:27]3)[nH:10][c:11]2[cH:12][cH:13][cH:14]1. The reactants are CCOCC (ether), ClC(COC(=O)N1C2CC(CC1CCC2)=O)(Cl)Cl (9-(2,2,2-trichlorocarbethoxy)-9-azabicyclo[3.3.1]nonan-3-one). Reagents/catalysts: [Zn] (zinc). The solvent is C(C)(=O)O (acetic acid), C(C)(=O)O (acetic acid), C(C)(=O)O (acetic acid). Conditions: temperature 65 celsius. Product: Cl.C12CC(CC(CCC1)N2)=O (9-Azabicyclo[3.3.1]nonan-3-one Hydrochloride). Isolated yield 84.7%. As a reaction SMILES: [Cl:1]C(Cl)(Cl)COC([N:7]1[CH:12]2[CH2:13][CH2:14][CH2:15][CH:8]1[CH2:9][C:10](=[O:16])[CH2:11]2)=O.CCOCC>C(O)(=O)C.[Zn]>[ClH:1].[CH:8]12[NH:7][CH:12]([CH2:13][CH2:14][CH2:15]1)[CH2:11][C:10](=[O:16])[CH2:9]2 |f:4.5|. Procedure details: To suspension of zinc (67.2 g, 1.03 g-atom) in glacial acetic acid (40 mL) at 65° C. was slowly added a solution of 9-(2,2,2-trichlorocarbethoxy)-9-azabicyclo[3.3.1]nonan-3-one (80.9 g, 0.26 mol) in glacial acetic acid (120 mL) over 1 hour. An additional 40 mL of glacial acetic acid was used to rinse the addition funnel and the reaction was stirred at 65° C. until no further gas evolution was observed. The reaction was allowed to cool slightly and water (40 mL) was added to dissolve the organic ...